Dataset: the Open Reaction Database (ORD), a public repository of structured organic reaction records. Task: describe an organic reaction: reactants, conditions, products, and yield RXN SMILES: [C:1]([CH3:2])([CH3:3])([CH3:4])[O:5][C:6](=[O:7])[CH2:8][O:9][N:10]=[C:11]([C:12](=[O:13])[OH:14])[c:15]1[n:16][c:17]([NH:20][CH:21]=[O:22])[s:18][cH:19]1.[CH3:27][OH:28].[ClH:23].[Na+:26].[OH-:25].[OH2:24]>>[C:1]([CH3:2])([CH3:3])([CH3:4])[O:5][C:6](=[O:7])[CH2:8][O:9][N:10]=[C:11]([C:12](=[O:13])[OH:14])[c:15]1[n:16][c:17]([NH2:20])[s:18][cH:19]1. The product is CC(C)(C)OC(=O)CON=C(C(=O)O)c1csc(N)n1. Starting materials: CC(C)(C)OC(=O)CON=C(C(=O)O)c1csc(NC=O)n1, CO, Cl, [Na+], [OH-], O. Reactants: C([O-])([O-])=O.[Cs+].[Cs+] (caesium carbonate), C(C)OCOC1=CC(=CC=2C(CCC(C12)(C)C)(C)C)B(O)O (4-ethoxymethoxy-5,5,8,8-tetramethyl-5,6,7,8-tetrahydro-2-naphthalene boronic acid), ClC(=O)C=1C=C2C=CC(=CC2=CC1)C(=O)OC (methyl 6-chlorocarbonyl-2-naphthalenecarboxylate). Reagents/catalysts: [Pd](Cl)Cl (palladium chloride). Run in C1(=CC=CC=C1)C (toluene). Yields the product C(C)(=O)OCC.CCCCCCC (ethyl acetate heptane). Isolated yield 142.7%. As a reaction SMILES: [CH2:1]([O:3][CH2:4][O:5][C:6]1[C:15]2[C:14](C)(C)CCC(C)(C)[C:10]=2[CH:9]=[C:8](B(O)O)[CH:7]=1)[CH3:2].[C:23](=O)([O-])[O-].[Cs+].[Cs+].ClC(C1C=C2C(=CC=1)C=C(C(OC)=O)C=C2)=O>C1(C)C=CC=CC=1.[Pd](Cl)Cl>[C:4]([O:3][CH2:1][CH3:2])(=[O:5])[CH3:23].[CH3:14][CH2:15][CH2:6][CH2:7][CH2:8][CH2:9][CH3:10] |f:1.2.3,7.8|. Procedure: 5 g (16 mmol) of 4-ethoxymethoxy-5,5,8,8-tetramethyl-5,6,7,8-tetrahydro-2-naphthalene boronic acid are dissolved in 100 mL of toluene. 26 g (80 mmol) of caesium carbonate are added and the medium is degassed for 15 minutes with a flow of nitrogen. 14 mg (0.8 mmol) of palladium chloride are added, followed by 5.47 g (22 mmol) of methyl 6-chlorocarbonyl-2-naphthalenecarboxylate in 1 g portions. The reaction medium is refluxed for 15 hours and then hydrolysed and extracted with ethyl acetate. The r... Starting materials: O1C(COC2=CC=C3C(C(=C(OC3=C2)C2=CC=CC=C2)C2=CC=CC=C2)=O)C1 (7-(2,3-epoxypropoxy)-2,3-diphenychromone), C(C=C)N (allylamine). The product is C(C=C)NCC(COC1=CC=C2C(C(=C(OC2=C1)C1=CC=CC=C1)C1=CC=CC=C1)=O)O (7-(3-allylamino-2-hydroxypropoxy)-2,3-diphenylchromone). RXN SMILES: [O:1]1[CH2:28][CH:2]1[CH2:3][O:4][C:5]1[CH:14]=[C:13]2[C:8]([C:9](=[O:27])[C:10]([C:21]3[CH:26]=[CH:25][CH:24]=[CH:23][CH:22]=3)=[C:11]([C:15]3[CH:20]=[CH:19][CH:18]=[CH:17][CH:16]=3)[O:12]2)=[CH:7][CH:6]=1.[CH2:29]([NH2:32])[CH:30]=[CH2:31]>>[CH2:29]([NH:32][CH2:28][CH:2]([OH:1])[CH2:3][O:4][C:5]1[CH:14]=[C:13]2[C:8]([C:9](=[O:27])[C:10]([C:21]3[CH:26]=[CH:25][CH:24]=[CH:23][CH:22]=3)=[C:11]([C:15]3[CH:20]=[CH:19][CH:18]=[CH:17][CH:16]=3)[O:12]2)=[CH:7][CH:6]=1)[CH:30]=[CH2:31]. Procedure: Using Method B, the reaction of 7-(2,3-epoxypropoxy)-2,3-diphenychromone and allylamine afforded the desired amine as white needles, m.p. 119- (iPrOH); yield, 82%. Its hydrochloride salt had m.p. 140°-142° (iPrOH/PhCH3); containing water). Reactants: NC1[C@@H]2N(C(=C(CS2)CO)C(=O)O)C1=O (7-amino-3-hydroxymethyl-3-cephem-4-carboxylic acid), Cl (hydrochloric acid), C(C)(C)(C)OC(=O)CON=C(C(=O)NC1[C@@H]2N(C(=C(CS2)CO)C(=O)O)C1=O)C=1N=C(SC1)NC=O (7-[2-tert-butoxycarbonylmethoxyimino-2-(2-formamidothiazol-4-yl)acetamido]-3-hydroxymethyl-3-cephem-4-carboxylic acid), C([O-])([O-])=O.[Na+].[Na+] (sodium carbonate), Cl (hydrochloric acid), C1(=CC=CC=C1)C(=[N+]=[N-])C1=CC=CC=C1 (diphenyldiazomethane). Run in C([O-])(O)=O.[Na+] (sodium bicarbonate), O (water), CC(=O)C (acetone), C(C)(=O)OCC (ethyl acetate). Yields the product C(C)(C)(C)OC(=O)CON=C(C(=O)NC1[C@@H]2N(C(=C(CS2)CO)C(=O)OC(C2=CC=CC=C2)C2=CC=CC=C2)C1=O)C=1N=C(SC1)NC=O (benzhydryl 7-[2-tert-butoxycarbonylmethoxyimino-2-(2-formamidothiazol-4-yl)acetamido]-3-hydroxymethyl-3-cephem-4-carboxylate). Reaction SMILES: NC1C(=O)N2C(C(O)=O)=C(CO)CS[C@H]12.C(=O)([O-])[O-].[Na+].[Na+].Cl.[C:23]([O:27][C:28]([CH2:30][O:31][N:32]=[C:33]([C:51]1[N:52]=[C:53]([NH:56][CH:57]=[O:58])[S:54][CH:55]=1)[C:34]([NH:36][CH:37]1[C:49](=[O:50])[N:39]2[C:40]([C:46]([OH:48])=[O:47])=[C:41]([CH2:44][OH:45])[CH2:42][S:43][C@H:38]12)=[O:35])=[O:29])([CH3:26])([CH3:25])[CH3:24].[C:59]1([C:65]([C:68]2[CH:73]=[CH:72][CH:71]=[CH:70][CH:69]=2)=[N+]=[N-])[CH:64]=[CH:63][CH:62]=[CH:61][CH:60]=1>C(=O)(O)[O-].[Na+].O.CC(C)=O.C(OCC)(=O)C>[C:23]([O:27][C:28]([CH2:30][O:31][N:32]=[C:33]([C:51]1[N:52]=[C:53]([NH:56][CH:57]=[O:58])[S:54][CH:55]=1)[C:34]([NH:36][CH:37]1[C:49](=[O:50])[N:39]2[C:40]([C:46]([O:48][CH:65]([C:59]3[CH:64]=[CH:63][CH:62]=[CH:61][CH:60]=3)[C:68]3[CH:73]=[CH:72][CH:71]=[CH:70][CH:69]=3)=[O:47])=[C:41]([CH2:44][OH:45])[CH2:42][S:43][C@H:38]12)=[O:35])=[O:29])([CH3:26])([CH3:24])[CH3:25] |f:1.2.3,7.8|. Reported procedure: On the other hand, 7-amino-3-hydroxymethyl-3-cephem-4-carboxylic acid (11.5 g) was dissolved in a solution of sodium bicarbonate (8.4 g) in water (50 ml) and acetone (50 ml). To this solution was added dropwise the activated acid solution obtained above at 3° to 8° C. while keeping the pH value of the mixture to 7-8 with 20% aqueous sodium carbonate, and the mixture was stirred at the same temperature for an hour. The reaction mixture was adjusted to pH 6.0 with 10% hydrochloric acid and then wa...